Dataset: the Open Reaction Database (ORD), a public repository of structured organic reaction records. Task: describe an organic reaction: reactants, conditions, products, and yield Starting materials: CCO, COc1ccc(CN2C(=O)C(=O)c3cc(F)ccc32)cc1, NN, O, O. Product: COc1ccc(CN2C(=O)Cc3cc(F)ccc32)cc1. RXN SMILES: [CH3:25][CH2:26][OH:27].[F:1][c:2]1[cH:3][c:4]2[c:8]([cH:9][cH:10]1)[N:7]([CH2:11][c:12]1[cH:13][cH:14][c:15]([O:18][CH3:19])[cH:16][cH:17]1)[C:6](=[O:20])[C:5]2=[O:21].[NH2:23][NH2:24].[OH2:22].[OH2:28]>>[F:1][c:2]1[cH:3][c:4]2[c:8]([cH:9][cH:10]1)[N:7]([CH2:11][c:12]1[cH:13][cH:14][c:15]([O:18][CH3:19])[cH:16][cH:17]1)[C:6](=[O:20])[CH2:5]2. Starting materials: C(C)(C)C1=NN=C2N1C=C(C=C2)C=O (3-isopropyl-[1,2,4]triazolo[4,3-a]pyridine-6-carbaldehyde), FC1=CC=C(C=C1)[Mg]Br (4-fluorophenylmagnesium bromide), compound. Solvent: C1CCOC1 (THF). Run at time 20 hour. Product: FC1=CC=C(C=C1)C(O)C=1C=CC=2N(C1)C(=NN2)C(C)C ((4-Fluoro-phenyl)-(3-isopropyl-[1,2,4]triazolo[4,3-a]pyridin-6-yl)-methanol). As a reaction SMILES: [CH:1]([C:4]1[N:8]2[CH:9]=[C:10]([CH:13]=[O:14])[CH:11]=[CH:12][C:7]2=[N:6][N:5]=1)([CH3:3])[CH3:2].[F:15][C:16]1[CH:21]=[CH:20][C:19]([Mg]Br)=[CH:18][CH:17]=1>C1COCC1>[F:15][C:16]1[CH:21]=[CH:20][C:19]([CH:13]([C:10]2[CH:11]=[CH:12][C:7]3[N:8]([C:4]([CH:1]([CH3:3])[CH3:2])=[N:5][N:6]=3)[CH:9]=2)[OH:14])=[CH:18][CH:17]=1. Procedure details: To a solution of 3-isopropyl-[1,2,4]triazolo[4,3-a]pyridine-6-carbaldehyde (404.6 mg, 2.13 mmol) in THF (8 mL) at ambient temperature was added 4-fluorophenylmagnesium bromide (3 mL, 1.0 M in THF). The resulting reaction was stirred for 20 hours, then quenched with water, followed by saturated NaHCO3. The reaction mixture was extracted with ethyl acetate, the organics dried over sodium sulfate, and concentrated to give the above named compound (591.3 mg, 97%). The reactants are CC(C)(C)OC(=O)N1CCC(=O)CC1, CC(=O)O[BH-](OC(C)=O)OC(C)=O, CC(=O)O, COC(Cc1ccc(Cl)cc1N)OC, [Na+]. The product is COC(Cc1ccc(Cl)cc1NC1CCN(C(=O)OC(C)(C)C)CC1)OC. As a reaction SMILES: [C:15]([CH3:16])([CH3:17])([CH3:18])[O:19][C:20](=[O:21])[N:22]1[CH2:23][CH2:24][C:25](=[O:28])[CH2:26][CH2:27]1.[C:29]([O:30][BH-:31]([O:32][C:33](=[O:34])[CH3:35])[O:36][C:37](=[O:38])[CH3:39])(=[O:40])[CH3:41].[CH3:43][C:44](=[O:45])[OH:46].[Cl:1][c:2]1[cH:3][cH:4][c:5]([CH2:9][CH:10]([O:11][CH3:12])[O:13][CH3:14])[c:6]([NH2:8])[cH:7]1.[Na+:42]>>[Cl:1][c:2]1[cH:3][cH:4][c:5]([CH2:9][CH:10]([O:11][CH3:12])[O:13][CH3:14])[c:6]([NH:8][CH:25]2[CH2:24][CH2:23][N:22]([C:20]([O:19][C:15]([CH3:16])([CH3:17])[CH3:18])=[O:21])[CH2:27][CH2:26]2)[cH:7]1. Starting materials: COCCOC, Cc1ccc(NC(=O)C2(c3ccc4c(c3)OC(F)(F)O4)CC2)nc1Cl, [Na+], [Na+], O=C([O-])[O-], COC(=O)c1cc(O)cc(B2OC(C)(C)C(C)(C)O2)c1. Yields the product COC(=O)c1cc(O)cc(-c2nc(NC(=O)C3(c4ccc5c(c4)OC(F)(F)O5)CC3)ccc2C)c1. RXN SMILES: [CH3:52][O:53][CH2:54][CH2:55][O:56][CH3:57].[Cl:1][c:2]1[c:3]([CH3:25])[cH:4][cH:5][c:6]([NH:8][C:9](=[O:10])[C:11]2([c:14]3[cH:15][c:16]4[c:17]([cH:23][cH:24]3)[O:18][C:19]([F:21])([F:22])[O:20]4)[CH2:12][CH2:13]2)[n:7]1.[Na+:46].[Na+:47].[O-:48][C:49](=[O:50])[O-:51].[OH:26][c:27]1[cH:28][c:29]([C:30](=[O:31])[O:32][CH3:33])[cH:34][c:35]([B:37]2[O:38][C:39]([CH3:40])([CH3:41])[C:42]([CH3:43])([CH3:44])[O:45]2)[cH:36]1>>[c:2]1(-[c:35]2[cH:34][c:29]([C:30](=[O:31])[O:32][CH3:33])[cH:28][c:27]([OH:26])[cH:36]2)[c:3]([CH3:25])[cH:4][cH:5][c:6]([NH:8][C:9](=[O:10])[C:11]2([c:14]3[cH:15][c:16]4[c:17]([cH:23][cH:24]3)[O:18][C:19]([F:21])([F:22])[O:20]4)[CH2:12][CH2:13]2)[n:7]1. Starting materials: OC1C(C(C2(CO2)CC1)C1(OC1CC=C(C)C)C)OC (6-hydroxy-5-methoxy-4-[2-methyl-3-(3-methyl-2-butenyl)oxiranyl]-1-oxaspiro[2,5]octane), N1=CC=CC=C1 (pyridine), ClC(=O)OC1=CC=C(C=C1)[N+](=O)[O-] (4-nitrophenyl chloroformate), N1CCOCC1 (morpholine), C(C)OCC (diethyl ether). Run in ClCCl (dichloromethane). Conditions: time 3 hour. Product: COC1C(C2(CO2)CCC1OC(=O)OC1=CC=C(C=C1)[N+](=O)[O-])C1(OC1CC=C(C)C)C (5-methoxy-4-[2-methyl-3-(3-methyl-2-butenyl)oxiranyl]-6-(4-nitrophenoxycarbonyloxy)-1-oxaspiro[2,5]octane), COC1OC12C(CC(CC2)OC(=O)N2CCOCC2)C2(OC2CC=C(C)C)C (methoxy-4-[2-methyl-3-(3-methyl-2-butenyl)oxiranyl]-6-morpholinocarbonyloxy-1-oxaspiro[2,5]octane). RXN SMILES: [OH:1][CH:2]1[CH2:9][CH2:8][C:5]2([O:7][CH2:6]2)[CH:4]([C:10]2([CH3:18])[CH:12]([CH2:13][CH:14]=[C:15]([CH3:17])[CH3:16])[O:11]2)[CH:3]1[O:19][CH3:20].N1C=CC=CC=1.Cl[C:28]([O:30][C:31]1[CH:36]=[CH:35][C:34]([N+:37]([O-:39])=[O:38])=[CH:33][CH:32]=1)=[O:29].[NH:40]1[CH2:45][CH2:44][O:43][CH2:42][CH2:41]1.[CH2:46]([O:48]CC)C>ClCCl>[CH3:20][O:19][CH:3]1[CH:2]([O:1][C:28]([O:30][C:31]2[CH:32]=[CH:33][C:34]([N+:37]([O-:39])=[O:38])=[CH:35][CH:36]=2)=[O:29])[CH2:9][CH2:8][C:5]2([O:7][CH2:6]2)[CH:4]1[C:10]1([CH3:18])[CH:12]([CH2:13][CH:14]=[C:15]([CH3:17])[CH3:16])[O:11]1.[CH3:46][O:48][CH:6]1[C:5]2([CH2:8][CH2:9][CH:2]([O:1][C:28]([N:40]3[CH2:45][CH2:44][O:43][CH2:42][CH2:41]3)=[O:29])[CH2:3][CH:4]2[C:10]2([CH3:18])[CH:12]([CH2:13][CH:14]=[C:15]([CH3:16])[CH3:17])[O:11]2)[O:7]1. Procedure details: To a mixture of 6-hydroxy-5-methoxy-4-[2-methyl-3-(3-methyl-2-butenyl)oxiranyl]-1-oxaspiro[2,5]octane (9.2 g) and pyridine (10.3 g) in dichloromethane (92 ml) was added portionwise 4-nitrophenyl chloroformate (13.1 g) at ambient temperature. After stirring for 3 hours, 5-methoxy-4-[2-methyl-3-(3-methyl-2-butenyl)oxiranyl]-6-(4-nitrophenoxycarbonyloxy)-1-oxaspiro[2,5]octane was prepared in the reaction mixture. To the mixture morpholine (28.4 g) was added in one portion. The solution was stirred ...